From a dataset of the Open Reaction Database (ORD), a public repository of structured organic reaction records. describe an organic reaction: reactants, conditions, products, and yield Starting materials: O (Water), NC=1SC2=C(N1)C=CC(=C2)OC=2C=C(C=CC2F)NC(C2=C(C(=CC=C2)C(C)(C)C#N)Cl)=O (N-{3-[(2-amino-1,3-benzothiazol-6-yl)oxy]-4-fluorophenyl}-2-chloro-3-(1-cyano-1-methylethyl)benzamide), C1(CC1)C(=O)Cl (cyclopropanecarbonyl chloride), N1=CC=CC=C1 (pyridine). The solvent is C(C)(=O)OCC (ethyl acetate), O1CCCC1 (tetrahydrofuran). Conditions: time 30 minute. The product is ClC1=C(C(=O)NC2=CC(=C(C=C2)F)OC2=CC3=C(N=C(S3)NC(=O)C3CC3)C=C2)C=CC=C1C(C)(C)C#N (2-chloro-3-(1-cyano-1-methylethyl)-N-[3-({2-[(cyclopropylcarbonyl)amino]-1,3-benzothiazol-6-yl}oxy)-4-fluorophenyl]benzamide). The yield is 40.4%. As a reaction SMILES: [NH2:1][C:2]1[S:3][C:4]2[CH:10]=[C:9]([O:11][C:12]3[CH:13]=[C:14]([NH:19][C:20](=[O:33])[C:21]4[CH:26]=[CH:25][CH:24]=[C:23]([C:27]([C:30]#[N:31])([CH3:29])[CH3:28])[C:22]=4[Cl:32])[CH:15]=[CH:16][C:17]=3[F:18])[CH:8]=[CH:7][C:5]=2[N:6]=1.[CH:34]1([C:37](Cl)=[O:38])[CH2:36][CH2:35]1.N1C=CC=CC=1.O>O1CCCC1.C(OCC)(=O)C>[Cl:32][C:22]1[C:23]([C:27]([C:30]#[N:31])([CH3:29])[CH3:28])=[CH:24][CH:25]=[CH:26][C:21]=1[C:20]([NH:19][C:14]1[CH:15]=[CH:16][C:17]([F:18])=[C:12]([O:11][C:9]2[CH:8]=[CH:7][C:5]3[N:6]=[C:2]([NH:1][C:37]([CH:34]4[CH2:36][CH2:35]4)=[O:38])[S:3][C:4]=3[CH:10]=2)[CH:13]=1)=[O:33]. Reported procedure: To a solution of N-{3-[(2-amino-1,3-benzothiazol-6-yl)oxy]-4-fluorophenyl}-2-chloro-3-(1-cyano-1-methylethyl)benzamide (350 mg, 0.73 mmol) produced in Example A47(ii) in tetrahydrofuran (20 mL) were added cyclopropanecarbonyl chloride (114 mg, 1.09 mmol) and pyridine (86 mg, 1.09 mmol), and the mixture was stirred at room temperature for 30 min. Water (100 mL) and ethyl acetate (100 mL) were added to the reaction mixture, and the mixture was stirred for 30 min. The organic layer was separated, a... Reactants: C1CCOC1 (THF), aqueous solution, ammonium sulfide, [Si](C)(C)(C(C)(C)C)OC1=C(C=C(C=C1)C(C#N)NC1=CC=C(C=C1)C1=NOC(=N1)C)OC ((4-t-butyldimethylsilanyloxy-3-methoxyphenyl)-[4-(5-methyl-[1,2,4]oxadiazol-3-yl)phenylamino]acetonitrile), O (Water). Run in CO (methanol), C(C)(=O)OCC (ethyl acetate). Yields the product [Si](C)(C)(C(C)(C)C)OC1=C(C=C(C=C1)C(C(=S)N)NC1=CC=C(C=C1)C1=NOC(=N1)C)OC (2-(4-t-butyldimethylsilanyloxy-3-methoxyphenyl)-2-[4-(5-methyl-[1,2,4]oxadiazol-3-yl)phenylamino]thioacetamide). RXN SMILES: [NH4+]=[S:2].[Si:3]([O:10][C:11]1[CH:16]=[CH:15][C:14]([CH:17]([NH:20][C:21]2[CH:26]=[CH:25][C:24]([C:27]3[N:31]=[C:30]([CH3:32])[O:29][N:28]=3)=[CH:23][CH:22]=2)[C:18]#[N:19])=[CH:13][C:12]=1[O:33][CH3:34])([C:6]([CH3:9])([CH3:8])[CH3:7])([CH3:5])[CH3:4].C1COCC1.O>CO.C(OCC)(=O)C>[Si:3]([O:10][C:11]1[CH:16]=[CH:15][C:14]([CH:17]([NH:20][C:21]2[CH:22]=[CH:23][C:24]([C:27]3[N:31]=[C:30]([CH3:32])[O:29][N:28]=3)=[CH:25][CH:26]=2)[C:18]([NH2:19])=[S:2])=[CH:13][C:12]=1[O:33][CH3:34])([C:6]([CH3:9])([CH3:8])[CH3:7])([CH3:4])[CH3:5]. Procedure details: After adding 32 ml of a 20% aqueous solution of ammonium sulfide to a solution of 8.45 g of (4-t-butyldimethylsilanyloxy-3-methoxyphenyl)-[4-(5-methyl-[1,2,4]oxadiazol-3-yl)phenylamino]acetonitrile in 300 ml of a methanol:THF=2:1 mixed solvent, the mixture was stirred at room temperature for 23 hours. Water was added to the reaction mixture and extraction was performed with ethyl acetate. After washing the organic layer with saturated brine, it was dried over anhydrous sodium sulfate. The desicc... The reactants are C1CCOC1, CC(C)(C)[O-], CC(C)OC(=O)N1CCC(O)CC1, CCc1c(Cl)ncnc1Cl, [K+]. The product is CCc1c(Cl)ncnc1OC1CCN(C(=O)OC(C)C)CC1. RXN SMILES: [CH2:30]1[O:31][CH2:32][CH2:33][CH2:34]1.[CH3:24][C:25]([CH3:26])([O-:27])[CH3:28].[CH:11]([CH3:12])([CH3:13])[O:14][C:15](=[O:16])[N:17]1[CH2:18][CH2:19][CH:20]([OH:23])[CH2:21][CH2:22]1.[Cl:1][c:2]1[n:3][cH:4][n:5][c:6]([Cl:10])[c:7]1[CH2:8][CH3:9].[K+:29]>>[c:2]1([O:23][CH:20]2[CH2:19][CH2:18][N:17]([C:15]([O:14][CH:11]([CH3:12])[CH3:13])=[O:16])[CH2:22][CH2:21]2)[n:3][cH:4][n:5][c:6]([Cl:10])[c:7]1[CH2:8][CH3:9]. Reactants: C1(CC1)N1C=C(C(C2=C(C(=C(C=C12)N1C[C@H](N[C@H](C1)C)C)F)F)=O)C(=O)O (1-cyclopropyl-5,6-difluoro-7-(cis-3,5-dimethyl-1-piperazinyl)-1,4-dihydro-4-oxoquinoline-3-carboxylic acid), N (ammonia). Yields the product O=C1C(=CNC2=CC=CC=C12)C(=O)O (1,4-dihydro-4-oxoquinoline-3-carboxylic acid). Reaction SMILES: C1([N:4]2[C:13]3[C:8](=[C:9](F)[C:10](F)=[C:11](N4C[C@H](C)N[C@H](C)C4)[CH:12]=3)[C:7](=[O:24])[C:6]([C:25]([OH:27])=[O:26])=[CH:5]2)CC1.N>>[O:24]=[C:7]1[C:8]2[C:13](=[CH:12][CH:11]=[CH:10][CH:9]=2)[NH:4][CH:5]=[C:6]1[C:25]([OH:27])=[O:26]. Reported procedure: In a sealed tube, 1-cyclopropyl-5,6-difluoro-7-(cis-3,5-dimethyl-1-piperazinyl)-1,4-dihydro-4-oxoquinoline-3-carboxylic acid and 28% aqueous ammonia were heated at 100° C. for 48 hours. The reaction mixture was concentrated under reduced pressure. A 1N aqueous solution of sodium hydroxide was added to the residue, and the insoluble matter was removed by filtration. A 10% aqueous solution of acetic acid was added to the filtrate to adjust its pH to 8, and it was then extracted with chloroform. Th... The reactants are Cl.C(C1=CC=CC=C1)OC1=C(C=C2C(=NC=NC2=C1)NC=1C=NN(C1)CC(=O)NC1=C(C(=CC=C1)F)F)F (2-(4-{[7-(benzyloxy)-6-fluoroquinazolin-4-yl]amino}-1H-pyrazol-1-yl)-N-(2,3-difluorophenyl)acetamide hydrochloride), FC(C(=O)O)(F)F (trifluoroacetic acid). Product: FC=1C=C2C(=NC=NC2=CC1O)NC=1C=NN(C1)CC(=O)NC1=C(C(=CC=C1)F)F (2-{4-[(6-fluoro-7-hydroxyquinazolin-4-yl)amino]-1H-pyrazol-1-yl}-N-(2,3-difluorophenyl)acetamide), FC(C(=O)O)(F)F.FC=1C=C2C(=NC=NC2=CC1O)NC=1C=NN(C1)CC(=O)NC1=C(C(=CC=C1)F)F (2-{4-[(6-fluoro-7-hydroxyquinazolin-4-yl)amino]-1H-pyrazol-1-yl}-N-(2,3-difluorophenyl)acetamide trifluoroacetate). Yield: 100.0%. Reaction SMILES: Cl.C([O:9][C:10]1[CH:19]=[C:18]2[C:13]([C:14]([NH:20][C:21]3[CH:22]=[N:23][N:24]([CH2:26][C:27]([NH:29][C:30]4[CH:35]=[CH:34][CH:33]=[C:32]([F:36])[C:31]=4[F:37])=[O:28])[CH:25]=3)=[N:15][CH:16]=[N:17]2)=[CH:12][C:11]=1[F:38])C1C=CC=CC=1.[F:39][C:40]([F:45])([F:44])[C:41]([OH:43])=[O:42]>>[F:38][C:11]1[CH:12]=[C:13]2[C:18](=[CH:19][C:10]=1[OH:9])[N:17]=[CH:16][N:15]=[C:14]2[NH:20][C:21]1[CH:22]=[N:23][N:24]([CH2:26][C:27]([NH:29][C:30]2[CH:35]=[CH:34][CH:33]=[C:32]([F:36])[C:31]=2[F:37])=[O:28])[CH:25]=1.[F:39][C:40]([F:45])([F:44])[C:41]([OH:43])=[O:42].[F:38][C:11]1[CH:12]=[C:13]2[C:18](=[CH:19][C:10]=1[OH:9])[N:17]=[CH:16][N:15]=[C:14]2[NH:20][C:21]1[CH:22]=[N:23][N:24]([CH2:26][C:27]([NH:29][C:30]2[CH:35]=[CH:34][CH:33]=[C:32]([F:36])[C:31]=2[F:37])=[O:28])[CH:25]=1 |f:0.1,4.5|. Procedure: A solution of 2-(4-{[7-(benzyloxy)-6-fluoroquinazolin-4-yl]amino}-1H-pyrazol-1-yl)-N-(2,3-difluorophenyl)acetamide hydrochloride (1.90 g, 3.51 mmol) in trifluoroacetic acid (20 ml) was heated at 70° C. for 4 hours. The mixture was evaporated and the residue triturated with diethyl ether to give 2-{4-[(6-fluoro-7-hydroxyquinazolin-4-yl)amino]-1H-pyrazol-1-yl}-N-(2,3-difluorophenyl)acetamide as the trifluoroacetic acid salt (1.89 g, 100% yield) as a pale yellow solid: Starting materials: C1(CC1)C(=O)NC=1N=C2N(C=C(C=C2)OC=2C=C(C=CC2)NC(=O)C2=CC(=NN2C)C)C1 (N-[3-({2-[(cyclopropylcarbonyl)amino]imidazo[1,2-a]pyridin-6-yl}oxy)phenyl]-1,3-dimethyl-1H-pyrazole-5-carboxamide), C(C)(=O)OCC.Cl (hydrogen chloride-ethyl acetate). The solvent is C(C)O (ethanol). Run at time 2 day. Yields the product Cl.C1(CC1)C(=O)NC=1N=C2N(C=C(C=C2)OC=2C=C(C=CC2)NC(=O)C2=CC(=NN2C)C)C1 (N-[3-({2-[(cyclopropylcarbonyl)amino]imidazo[1,2-a]pyridin-6-yl}oxy)phenyl]-1,3-dimethyl-1H-pyrazole-5-carboxamide hydrochloride). Isolated yield 74.0%. Reaction SMILES: [CH:1]1([C:4]([NH:6][C:7]2[N:8]=[C:9]3[CH:14]=[CH:13][C:12]([O:15][C:16]4[CH:17]=[C:18]([NH:22][C:23]([C:25]5[N:29]([CH3:30])[N:28]=[C:27]([CH3:31])[CH:26]=5)=[O:24])[CH:19]=[CH:20][CH:21]=4)=[CH:11][N:10]3[CH:32]=2)=[O:5])[CH2:3][CH2:2]1.C(OCC)(=O)C.[ClH:39]>C(O)C>[ClH:39].[CH:1]1([C:4]([NH:6][C:7]2[N:8]=[C:9]3[CH:14]=[CH:13][C:12]([O:15][C:16]4[CH:17]=[C:18]([NH:22][C:23]([C:25]5[N:29]([CH3:30])[N:28]=[C:27]([CH3:31])[CH:26]=5)=[O:24])[CH:19]=[CH:20][CH:21]=4)=[CH:11][N:10]3[CH:32]=2)=[O:5])[CH2:3][CH2:2]1 |f:1.2,4.5|. Procedure: To a solution of N-[3-({2-[(cyclopropylcarbonyl)amino]imidazo[1,2-a]pyridin-6-yl}oxy)phenyl]-1,3-dimethyl-1H-pyrazole-5-carboxamide (318 mg, 0.739 mmol) in ethanol (15 mL) was added 1N hydrogen chloride-ethyl acetate solution (886 μL), and the mixture was stirred at room temperature for 2 days. The precipitated solid was collected by filtration and washed with ethanol to give the title compound (256 mg, 74%) as a white solid.